The task is: describe an organic reaction: reactants, conditions, products, and yield. This data is from the Open Reaction Database (ORD), a public repository of structured organic reaction records. The reactants are [Li]CCCC, CCCCCC, CCOC(C)=O, [Cl-], [Cl-], Clc1ccccc1-n1ccnc1, COC(=O)c1ccc2c(c1)-c1nc(I)cn1CCO2, C1CCOC1, [Zn+2], c1ccc(P(c2ccccc2)(c2ccccc2)[Pd](P(c2ccccc2)(c2ccccc2)c2ccccc2)(P(c2ccccc2)(c2ccccc2)c2ccccc2)P(c2ccccc2)(c2ccccc2)c2ccccc2)cc1. Yields the product COC(=O)c1ccc2c(c1)-c1nc(-c3nccn3-c3ccccc3Cl)cn1CCO2. As a reaction SMILES: [CH2:13]([Li:14])[CH2:15][CH2:16][CH3:17].[CH3:37][CH2:38][CH2:39][CH2:40][CH2:41][CH3:42].[CH3:48][CH2:49][O:50][C:51]([CH3:52])=[O:53].[Cl-:54].[Cl-:55].[Cl:1][c:2]1[c:3](-[n:8]2[cH:9][n:10][cH:11][cH:12]2)[cH:4][cH:5][cH:6][cH:7]1.[I:18][c:19]1[n:20][c:21]2[n:22]([cH:36]1)[CH2:23][CH2:24][O:25][c:26]1[c:27]-2[cH:28][c:29]([C:32](=[O:33])[O:34][CH3:35])[cH:30][cH:31]1.[O:43]1[CH2:44][CH2:45][CH2:46][CH2:47]1.[Zn+2:56].[cH:57]1[cH:58][cH:59][c:60]([P:61]([Pd:62]([P:63]([c:64]2[cH:65][cH:66][cH:67][cH:68][cH:69]2)([c:70]2[cH:71][cH:72][cH:73][cH:74][cH:75]2)[c:76]2[cH:77][cH:78][cH:79][cH:80][cH:81]2)([P:82]([c:83]2[cH:84][cH:85][cH:86][cH:87][cH:88]2)([c:89]2[cH:90][cH:91][cH:92][cH:93][cH:94]2)[c:95]2[cH:96][cH:97][cH:98][cH:99][cH:100]2)[P:101]([c:102]2[cH:103][cH:104][cH:105][cH:106][cH:107]2)([c:108]2[cH:109][cH:110][cH:111][cH:112][cH:113]2)[c:114]2[cH:115][cH:116][cH:117][cH:118][cH:119]2)([c:120]2[cH:121][cH:122][cH:123][cH:124][cH:125]2)[c:126]2[cH:127][cH:128][cH:129][cH:130][cH:131]2)[cH:132][cH:133]1>>[Cl:1][c:2]1[c:3](-[n:8]2[c:9](-[c:19]3[n:20][c:21]4[n:22]([cH:36]3)[CH2:23][CH2:24][O:25][c:26]3[c:27]-4[cH:28][c:29]([C:32](=[O:33])[O:34][CH3:35])[cH:30][cH:31]3)[n:10][cH:11][cH:12]2)[cH:4][cH:5][cH:6][cH:7]1. Reactants: [Br-], [Li]CCCC, CCCCCC, COc1cc(CCC=O)ccc1OCc1nc(-c2ccccc2)oc1C, c1ccc([P+](CCC2OCCO2)(c2ccccc2)c2ccccc2)cc1, C1CCOC1. Product: COc1cc(CC=CCCC2OCCO2)ccc1OCc1nc(-c2ccccc2)oc1C. RXN SMILES: [Br-:1].[CH2:34]([Li:35])[CH2:36][CH2:37][CH3:38].[CH3:28][CH2:29][CH2:30][CH2:31][CH2:32][CH3:33].[CH3:39][O:40][c:41]1[cH:42][c:43]([CH2:61][CH2:62][CH:63]=[O:64])[cH:44][cH:45][c:46]1[O:47][CH2:48][c:49]1[n:50][c:51](-[c:55]2[cH:56][cH:57][cH:58][cH:59][cH:60]2)[o:52][c:53]1[CH3:54].[O:2]1[CH:3]([CH2:7][CH2:8][P+:9]([c:10]2[cH:11][cH:12][cH:13][cH:14][cH:15]2)([c:16]2[cH:17][cH:18][cH:19][cH:20][cH:21]2)[c:22]2[cH:23][cH:24][cH:25][cH:26][cH:27]2)[O:4][CH2:5][CH2:6]1.[O:65]1[CH2:66][CH2:67][CH2:68][CH2:69]1>>[O:2]1[CH:3]([CH2:7][CH2:8][CH:63]=[CH:62][CH2:61][c:43]2[cH:42][c:41]([O:40][CH3:39])[c:46]([O:47][CH2:48][c:49]3[n:50][c:51](-[c:55]4[cH:56][cH:57][cH:58][cH:59][cH:60]4)[o:52][c:53]3[CH3:54])[cH:45][cH:44]2)[O:4][CH2:5][CH2:6]1.